Dataset: the Open Reaction Database (ORD), a public repository of structured organic reaction records. Task: describe an organic reaction: reactants, conditions, products, and yield Starting materials: CC(Cl)Cl, CN(C)c1ccc(N=C=S)c2ccccc12, C=CCN1C(=O)C(N)N=C(c2ccccc2)c2cc(Cl)ccc21. Yields the product C=CCN1C(=O)C(NC(=S)Nc2ccc(N(C)C)c3ccccc23)N=C(c2ccccc2)c2cc(Cl)ccc21. As a reaction SMILES: [Cl:40][CH:41]([Cl:42])[CH3:43].[N:24](=[C:25]=[S:26])[c:27]1[cH:28][cH:29][c:30]([N:37]([CH3:38])[CH3:39])[c:31]2[cH:32][cH:33][cH:34][cH:35][c:36]12.[NH2:1][CH:2]1[C:3](=[O:23])[N:4]([CH2:20][CH:21]=[CH2:22])[c:5]2[c:6]([cH:15][c:16]([Cl:19])[cH:17][cH:18]2)[C:7]([c:9]2[cH:10][cH:11][cH:12][cH:13][cH:14]2)=[N:8]1>>[NH:1]([CH:2]1[C:3](=[O:23])[N:4]([CH2:20][CH:21]=[CH2:22])[c:5]2[c:6]([cH:15][c:16]([Cl:19])[cH:17][cH:18]2)[C:7]([c:9]2[cH:10][cH:11][cH:12][cH:13][cH:14]2)=[N:8]1)[C:25]([NH:24][c:27]1[cH:28][cH:29][c:30]([N:37]([CH3:38])[CH3:39])[c:31]2[cH:32][cH:33][cH:34][cH:35][c:36]12)=[S:26].